Dataset: the Open Reaction Database (ORD), a public repository of structured organic reaction records. Task: describe an organic reaction: reactants, conditions, products, and yield The reactants are CCC(CC)N1C(=O)C(C)(CC=O)CC(c2cccc(Cl)c2)C1c1ccc(Cl)cc1, ClCCl, CCOC(=O)C=[N+]=[N-], Cl[Sn]Cl. The product is CCOC(=O)CC(=O)CC1(C)CC(c2cccc(Cl)c2)C(c2ccc(Cl)cc2)N(C(CC)CC)C1=O. Reaction SMILES: [Cl:1][c:2]1[cH:3][c:4]([CH:8]2[CH2:9][C:10]([CH3:27])([CH2:28][CH:29]=[O:30])[C:11](=[O:26])[N:12]([CH:21]([CH2:22][CH3:23])[CH2:24][CH3:25])[CH:13]2[c:14]2[cH:15][cH:16][c:17]([Cl:20])[cH:18][cH:19]2)[cH:5][cH:6][cH:7]1.[Cl:42][CH2:43][Cl:44].[N+:34](=[N-:35])=[CH:36][C:37](=[O:38])[O:39][CH2:40][CH3:41].[Sn:31]([Cl:32])[Cl:33]>>[Cl:1][c:2]1[cH:3][c:4]([CH:8]2[CH2:9][C:10]([CH3:27])([CH2:28][C:29](=[O:30])[CH2:36][C:37](=[O:38])[O:39][CH2:40][CH3:41])[C:11](=[O:26])[N:12]([CH:21]([CH2:22][CH3:23])[CH2:24][CH3:25])[CH:13]2[c:14]2[cH:15][cH:16][c:17]([Cl:20])[cH:18][cH:19]2)[cH:5][cH:6][cH:7]1. Starting materials: C(C)OC(CC(CC1CCC(CC1)C(=O)OCC)=O)=O (ethyl 4-(4-ethoxy-2,4-dioxobutyl)cyclohexanecarboxylate), NC1=NNC=C1 (3-amino-1H-pyrazole). Run in CCO (EtOH). Conditions: temperature 100 celsius, time 18 hour. Yields the product OC1=CC(=NC=2N1N=CC2)CC2CCC(CC2)C(=O)OCC (ethyl 4-((7-hydroxypyrazolo[1,5-a]pyrimidin-5-yl)methyl)cyclohexanecarboxylate). As a reaction SMILES: C(O[C:4](=[O:20])[CH2:5][C:6](=O)[CH2:7][CH:8]1[CH2:13][CH2:12][CH:11]([C:14]([O:16][CH2:17][CH3:18])=[O:15])[CH2:10][CH2:9]1)C.[NH2:21][C:22]1[CH:26]=[CH:25][NH:24][N:23]=1>CCO>[OH:20][C:4]1[N:23]2[N:24]=[CH:25][CH:26]=[C:22]2[N:21]=[C:6]([CH2:7][CH:8]2[CH2:9][CH2:10][CH:11]([C:14]([O:16][CH2:17][CH3:18])=[O:15])[CH2:12][CH2:13]2)[CH:5]=1. Procedure: To a 50 mL round-bottom flask containing ethyl 4-(4-ethoxy-2,4-dioxobutyl)cyclohexanecarboxylate (Int-4e, 2.33 g, 8.19 mmol) was added 3-amino-1H-pyrazole (681 mg, 8.19 mmol). The flask was heated via heat gun to ensure mixing of the oils, and then the reaction was shaken at 100° C. for 18 hours. After 18 hours, the resulting solid was taken up in EtOH and then the solvent was removed in vacuo to dry product. The product was then pumped dry on high vacuum overnight to further dry the product. Th... The reactants are BrC1=CC=C(C=C1)OC=1N=CN(C1)C(C1=CC=CC=C1)(C1=CC=CC=C1)C1=CC=CC=C1 (4-(4-bromophenyloxy)-1-trityl-1H-imidazole), ClC1=CN=CC(=N1)N1C(C=C(C=C1)CN1C=NC=C1CC1=CC=C(C#N)C=C1)=O (4-{3-[1-(6-chloro-pyrazin-2-yl)-2-oxo-1,2-dihydro-pyridin-4-ylmethyl]-3H-imidazol-4ylmethyl}-benzonitrile). Run in C(C)#N (acetonitrile). Conditions: temperature 60 celsius. The product is BrC1=CC=C(OC2=CN=CN2CC2=CC(N(C=C2)C2=NC(=CN=C2)Cl)=O)C=C1 (4-[5-(4-Bromophenoxy)imidazol-1-ylmethyl]-1-(6-chloro-pyrazin-2-yl)-1H-pyridin-2-one). RXN SMILES: [Br:1][C:2]1[CH:7]=[CH:6][C:5]([O:8][C:9]2[N:10]=[CH:11][N:12](C(C3C=CC=CC=3)(C3C=CC=CC=3)C3C=CC=CC=3)[CH:13]=2)=[CH:4][CH:3]=1.[Cl:33][C:34]1[N:39]=[C:38]([N:40]2[CH:45]=[CH:44][C:43]([CH2:46]N3C(CC4C=CC(C#N)=CC=4)=CN=C3)=[CH:42][C:41]2=[O:61])[CH:37]=[N:36][CH:35]=1>C(#N)C>[Br:1][C:2]1[CH:3]=[CH:4][C:5]([O:8][C:9]2[N:10]([CH2:46][C:43]3[CH:44]=[CH:45][N:40]([C:38]4[CH:37]=[N:36][CH:35]=[C:34]([Cl:33])[N:39]=4)[C:41](=[O:61])[CH:42]=3)[CH:11]=[N:12][CH:13]=2)=[CH:6][CH:7]=1. Procedure details: A mixture of 4-(4-bromophenyloxy)-1-trityl-1H-imidazole (0.164 g, 0.34 mmol) and 4-bromomethyl-1-(6-chloro-pyrazin-2-yl)-1H-pyridin-2-one from example 7 (98.5 mg, 0.34 mmol) in anhydrous acetonitrile (10 mL) was heated under reflux at 60° C. for 24 h. The resultant solution was concentrated, and the residue dissolved in a mixture of methanol (10 mL) and 1,2-dichloroethane (1 mL). The solution was heated under reflux for 2 h, and concentrated under vacuum. The residue was subjected to column chro... Starting materials: C(C)(=O)O (acetic acid), C(C)(=O)O[C@@H]([C@@H](C(=O)OC[C@H](NC(C(F)(F)F)=O)C(=O)O)N)C (O-[3(R)-acetoxy-2(S)-amino-1-oxobutyl]-N-trifluoroacetyl-L-serine), ClCC(=O)O (chloroacetic acid), N(=O)[O-].[Na+] (sodium nitrite). Run in O (water). Conditions: time 0.5 hour. Yields the product C(C)(=O)O[C@@H](C(C(=O)OC[C@H](NC(C(F)(F)F)=O)C(=O)O)=[N+]=[N-])C (O-[3(R)-acetoxy-2-diazo-1-oxobutyl]-N-trifluoroacetyl-L-serine). The yield is 3.9%. As a reaction SMILES: [C:1]([O:4][C@H:5]([CH3:23])[C@H:6]([NH2:22])[C:7]([O:9][CH2:10][C@@H:11]([C:19]([OH:21])=[O:20])[NH:12][C:13](=[O:18])[C:14]([F:17])([F:16])[F:15])=[O:8])(=[O:3])[CH3:2].ClCC(O)=O.[N:29]([O-])=O.[Na+].C(O)(=O)C>O>[C:1]([O:4][C@H:5]([CH3:23])[C:6](=[N+:22]=[N-:29])[C:7]([O:9][CH2:10][C@@H:11]([C:19]([OH:21])=[O:20])[NH:12][C:13](=[O:18])[C:14]([F:15])([F:17])[F:16])=[O:8])(=[O:3])[CH3:2] |f:2.3|. Procedure: To a mixture of O-[3(R)-acetoxy-2(S)-amino-1-oxobutyl]-N-trifluoroacetyl-L-serine (200 mg) and chloroacetic acid (0.015 ml) in water (2ml) was added sodium nitrite (80 mg) at room temperature. After stirring for 0.5 hour at room temperature, acetic acid was added and the mixture was extracted with ethyl acetate (3 times) and the ethyl acetate extracts were combined and washed with brine. After drying over sodium sulfate, the ethyl acetate extract was filtered and concentrated. The residue was ch... The reactants are [Al+3], [Cl-], [Cl-], [Cl-], Clc1ccccc1Cl, Cl, Fc1ccccc1, O=C1CCC(=O)O1, O. The product is O=C(O)CCC(=O)c1ccc(F)cc1. As a reaction SMILES: [Al+3:16].[Cl-:15].[Cl-:17].[Cl-:18].[Cl:20][c:21]1[c:22]([Cl:23])[cH:24][cH:25][cH:26][cH:27]1.[ClH:19].[F:1][c:2]1[cH:3][cH:4][cH:5][cH:6][cH:7]1.[O:8]=[C:9]1[CH2:10][CH2:11][C:12](=[O:13])[O:14]1.[OH2:28]>>[F:1][c:2]1[cH:3][cH:4][c:5]([C:12]([CH2:11][CH2:10][C:9](=[O:8])[OH:14])=[O:13])[cH:6][cH:7]1. The reactants are C1(C=2C(C(N1)=O)=CC=CC2)=O (phthalimide), C1(=CC=CC=C1)P(C1=CC=CC=C1)C1=CC=CC=C1 (triphenylphosphine), N(=NC(=O)OCC)C(=O)OCC (diethyl azodicarboxylate), ClC=1C=CC2=C(C(=NCC=3N2C(=NN3)CCO)C3=C(C=CC=C3)Cl)C1 (8-chloro-1-(2-hydroxyethyl)-6-(o-chlorophenyl)-4H-s-triazolo[4,3-a]-[1,4]benzodiazepine). Run in O1CCOCC1 (dioxane). Product: ClC=1C=CC2=C(C(=NCC=3N2C(=NN3)CCN3C(C=2C(C3=O)=CC=CC2)=O)C2=C(C=CC=C2)Cl)C1 (8-chloro-1-(2-phthalimidoethyl)-6-(o-chlorophenyl)-4H-s-triazolo[4,3-a][1,4]benzodiazepine). Reaction SMILES: [Cl:1][C:2]1[CH:3]=[CH:4][C:5]2[N:11]3[C:12]([CH2:15][CH2:16]O)=[N:13][N:14]=[C:10]3[CH2:9][N:8]=[C:7]([C:18]3[CH:23]=[CH:22][CH:21]=[CH:20][C:19]=3[Cl:24])[C:6]=2[CH:25]=1.[C:26]1(=[O:36])[NH:30][C:29](=[O:31])[C:28]2=[CH:32][CH:33]=[CH:34][CH:35]=[C:27]12.C1(P(C2C=CC=CC=2)C2C=CC=CC=2)C=CC=CC=1.N(C(OCC)=O)=NC(OCC)=O>O1CCOCC1>[Cl:1][C:2]1[CH:3]=[CH:4][C:5]2[N:11]3[C:12]([CH2:15][CH2:16][N:30]4[C:26](=[O:36])[C:27]5=[CH:35][CH:34]=[CH:33][CH:32]=[C:28]5[C:29]4=[O:31])=[N:13][N:14]=[C:10]3[CH2:9][N:8]=[C:7]([C:18]3[CH:23]=[CH:22][CH:21]=[CH:20][C:19]=3[Cl:24])[C:6]=2[CH:25]=1. Procedure: In the manner given in Example 2, 8-chloro-1-(2-hydroxyethyl)-6-(o-chlorophenyl)-4H-s-triazolo[4,3-a]-[1,4]benzodiazepine in dioxane is treated with phthalimide, triphenylphosphine and subsequently with diethyl azodicarboxylate to give 8-chloro-1-(2-phthalimidoethyl)-6-(o-chlorophenyl)-4H-s-triazolo[4,3-a][1,4]benzodiazepine.